This data is from the Open Reaction Database (ORD), a public repository of structured organic reaction records. The task is: describe an organic reaction: reactants, conditions, products, and yield Starting materials: CC#N, CC(=O)N1CCC(C)(C)c2ccc(Nc3ncnc4c3CCN(c3ncccc3Cl)C4)cc21, Cl, [Na+], O=C([O-])O. The product is CC1(C)CCNc2cc(Nc3ncnc4c3CCN(c3ncccc3Cl)C4)ccc21. Reaction SMILES: [CH3:40][C:41]#[N:42].[Cl:1][c:2]1[c:3]([N:8]2[CH2:9][c:10]3[n:11][cH:12][n:13][c:14]([NH:18][c:19]4[cH:20][cH:21][c:22]5[c:27]([cH:28]4)[N:26]([C:29](=[O:30])[CH3:31])[CH2:25][CH2:24][C:23]5([CH3:32])[CH3:33])[c:15]3[CH2:16][CH2:17]2)[n:4][cH:5][cH:6][cH:7]1.[ClH:34].[Na+:39].[O-:35][C:36]([OH:37])=[O:38]>>[Cl:1][c:2]1[c:3]([N:8]2[CH2:9][c:10]3[n:11][cH:12][n:13][c:14]([NH:18][c:19]4[cH:20][cH:21][c:22]5[c:27]([cH:28]4)[NH:26][CH2:25][CH2:24][C:23]5([CH3:32])[CH3:33])[c:15]3[CH2:16][CH2:17]2)[n:4][cH:5][cH:6][cH:7]1. The reactants are O(C1=CC=CC=C1)C1=CC=C(C=O)C=C1 (4-Phenoxybenzaldehyde), C1(CCCCC1)N (cyclohexylamine), C(#N)[BH3-].[Na+] (Sodium cyanoborohydride). Run in CO (methanol). Run at time 48 hour. The product is C1(CCCCC1)NCC1=CC=C(C=C1)OC1=CC=CC=C1 (N-Cyclohexyl-N-(4-phenoxybenzyl)amine). Isolated yield 91.0%. As a reaction SMILES: [O:1]([C:8]1[CH:15]=[CH:14][C:11]([CH:12]=O)=[CH:10][CH:9]=1)[C:2]1[CH:7]=[CH:6][CH:5]=[CH:4][CH:3]=1.[CH:16]1([NH2:22])[CH2:21][CH2:20][CH2:19][CH2:18][CH2:17]1.C([BH3-])#N.[Na+]>CO>[CH:16]1([NH:22][CH2:12][C:11]2[CH:14]=[CH:15][C:8]([O:1][C:2]3[CH:7]=[CH:6][CH:5]=[CH:4][CH:3]=3)=[CH:9][CH:10]=2)[CH2:21][CH2:20][CH2:19][CH2:18][CH2:17]1 |f:2.3|. Procedure: 4-Phenoxybenzaldehyde (5.0 g, 25.0 mmol) and cyclohexylamine (2.5 g, 25 mmol) were dissolved in methanol (85 mL) under nitrogen at room temperature. Sodium cyanoborohydride (1.57 g, 25.0 mmol) was added, and stirring was continued for 48 hours. The solvent was evaporated and the residue was suspended in ether, washed with brine, and dried over Na2SO4. The ether was evaporated, and the crude product was chromatographed on silica gel eluting with 3% methanol in methylene chloride to provide 6.4 g ... Reactants: ClC1=CC=C(C=C1)S(=O)(=O)CC1=C(C=CC(=C1)F)F (2-[(4-chlorophenyl)sulfonylmethyl]-1,4-difluorobenzene), C(C=C)(=O)OC(C)(C)C (t-butyl acrylate), CCCCCC (hexane). The solvent is CN(C=O)C (N,N-dimethylformamide). Product: ClC1=CC=C(C=C1)S(=O)(=O)C(CCC(=O)OC(C)(C)C)C1=C(C=CC(=C1)F)F (t-Butyl 4-[(4-chlorophenyl)sulfonyl]-4-(2,5-difluorophenyl)butyrate). The yield is 98.8%. As a reaction SMILES: [Cl:1][C:2]1[CH:7]=[CH:6][C:5]([S:8]([CH2:11][C:12]2[CH:17]=[C:16]([F:18])[CH:15]=[CH:14][C:13]=2[F:19])(=[O:10])=[O:9])=[CH:4][CH:3]=1.[C:20]([O:24][C:25]([CH3:28])([CH3:27])[CH3:26])(=[O:23])[CH:21]=[CH2:22].CCCCCC>CN(C)C=O>[Cl:1][C:2]1[CH:7]=[CH:6][C:5]([S:8]([CH:11]([C:12]2[CH:17]=[C:16]([F:18])[CH:15]=[CH:14][C:13]=2[F:19])[CH2:22][CH2:21][C:20]([O:24][C:25]([CH3:28])([CH3:27])[CH3:26])=[O:23])(=[O:10])=[O:9])=[CH:4][CH:3]=1. Procedure: In N,N-dimethylformamide (4 ml) was dissolved the 2-[(4-chlorophenyl)sulfonylmethyl]-1,4-difluorobenzene (101 mg, 0.333 mmol) obtained in Example 5. After addition thereto of t-butyl acrylate (146 μl, 1.00 mmol) and 1,8-diazabicyclo[5,4,0]undece-7-en (151 μl, 1.00 mmol), stirring was conducted at room temperature for 1 week. The reaction mixture was then concentated. The residue thus obtained was subjected to flash chromatoraphy on a silica gel column, and the fraction obtained from the hexane:e... The product is CC1=C(C=NN1)C1=CC=2NC3(NC(C2S1)=O)CCC(CC3)NC(OC(C)(C)C)=O (tert-butyl [6′-(5-methyl-1H-pyrazol-4-yl)-4′-oxo-3′,4′-dihydro-1′H-spiro[cyclohexane-1,2′-thieno[3,2-d]pyrimidin]-4-yl]carbamate). Reaction SMILES: [NH2:1][C:2]1[CH:6]=[C:5]([C:7]2[CH:8]=[N:9][NH:10][C:11]=2[CH3:12])[S:4][C:3]=1[C:13]([NH2:15])=[O:14].O=[C:17]1[CH2:22][CH2:21][CH:20]([NH:23][C:24](=[O:30])[O:25][C:26]([CH3:29])([CH3:28])[CH3:27])[CH2:19][CH2:18]1.[O-]S([O-])(=O)=O.[Mg+2].CC1(C)C2(CS(O)(=O)=O)C(CC1CC2)=O.C([O-])(O)=O.[Na+]>CCCCCC.CO.CCOC(C)=O.CC(N(C)C)=O>[CH3:12][C:11]1[NH:10][N:9]=[CH:8][C:7]=1[C:5]1[S:4][C:3]2[C:13](=[O:14])[NH:15][C:17]3([CH2:18][CH2:19][CH:20]([NH:23][C:24](=[O:30])[O:25][C:26]([CH3:28])([CH3:27])[CH3:29])[CH2:21][CH2:22]3)[NH:1][C:2]=2[CH:6]=1 |f:2.3,5.6,8.9|. Run in CC(=O)N(C)C (DMA), CO.CCOC(=O)C (MeOH EtOAc), CCCCCC (hexane). The reactants are NC1=C(SC(=C1)C=1C=NNC1C)C(=O)N (3-amino-5-(5-methyl-1H-pyrazol-4-yl) thiophene-2-carboxamide), O=C1CCC(CC1)NC(OC(C)(C)C)=O (tert-butyl (4-oxocyclohexyl)carbamate), [O-]S(=O)(=O)[O-].[Mg+2] (MgSO4), CC1(C2CCC1(C(=O)C2)CS(=O)(=O)O)C (CSA), C(=O)(O)[O-].[Na+] (NaHCO3). Reported procedure: A mixture of 3-amino-5-(5-methyl-1H-pyrazol-4-yl) thiophene-2-carboxamide (111 mg, 0.50 mmol), tert-butyl (4-oxocyclohexyl)carbamate (320 mg, 1.50 mmol), MgSO4 (120 mg, 1.00 mmol), CSA (11.6 mg, 0.05 mmol) and DMA (3 mL) was stirred at 100° C. for 1 h. The mixture was poured into saturated aqueous NaHCO3 and extracted with EtOAc, and the extract was dried over MgSO4, filtered and concentrated under reduced pressure. The residue was purified by column chromatography (Purif, silica gel, hexane to ... Run at temperature 100 celsius, time 1 hour. Reactants: 2D, C(#N)C=1C=C(C=CC1)NC(=O)OCCC1=C(C=C(C=C1)B(O)O)OCC (4-(2-(3-cyanophenylcarbamoyloxy)ethyl)-3-ethoxyphenylboronic acid), NC=1C=C(C(=O)N)C=CC1 (3-aminobenzamide), O.C(C=O)(=O)O (glyoxylic acid monohydrate). Product: C(N)(=O)C=1C=C(C=CC1)NC(C(=O)O)C1=CC(=C(C=C1)CCOC(NC1=CC(=CC=C1)C#N)=O)OCC (2-(3-carbamoylphenylamino)-2-(4-(2-(3-cyanophenylcarbamoyloxy)ethyl)-3-ethoxyphenyl)acetic acid). RXN SMILES: [C:1]([C:3]1[CH:4]=[C:5]([NH:9][C:10]([O:12][CH2:13][CH2:14][C:15]2[CH:20]=[CH:19][C:18](B(O)O)=[CH:17][C:16]=2[O:24][CH2:25][CH3:26])=[O:11])[CH:6]=[CH:7][CH:8]=1)#[N:2].[NH2:27][C:28]1[CH:29]=[C:30]([CH:34]=[CH:35][CH:36]=1)[C:31]([NH2:33])=[O:32].O.[C:38]([OH:42])(=[O:41])[CH:39]=O>>[C:31]([C:30]1[CH:29]=[C:28]([NH:27][CH:39]([C:18]2[CH:19]=[CH:20][C:15]([CH2:14][CH2:13][O:12][C:10](=[O:11])[NH:9][C:5]3[CH:6]=[CH:7][CH:8]=[C:3]([C:1]#[N:2])[CH:4]=3)=[C:16]([O:24][CH2:25][CH3:26])[CH:17]=2)[C:38]([OH:42])=[O:41])[CH:36]=[CH:35][CH:34]=1)(=[O:32])[NH2:33] |f:2.3|. Procedure: Using a procedure analogous to that used to prepare 2D, 62G (150 mg, 0.423 mmol) was reacted with 3-aminobenzamide and glyoxylic acid monohydrate to afford 62H (170 mg, 80%) as an oil. MS (ESI) m/z 503.2 (M+H)+. The reactants are D4, FC=1C=C(C=O)C=C(C1F)F (3,4,5-trifluorobenzaldehyde), FC(C=1C=C(C=CC1)O)(F)F (3-(trifluoromethyl)phenol). Yields the product FC=1C=C(C=O)C=C(C1OC1=CC(=CC=C1)C(F)(F)F)F (3,5-difluoro-4-(3-(trifluoromethyl)phenoxy)benzaldehyde). Reaction SMILES: [F:1][C:2]1[CH:3]=[C:4]([CH:7]=[C:8]([F:11])[C:9]=1F)[CH:5]=[O:6].[F:12][C:13]([F:22])([F:21])[C:14]1[CH:15]=[C:16]([OH:20])[CH:17]=[CH:18][CH:19]=1>>[F:11][C:8]1[CH:7]=[C:4]([CH:3]=[C:2]([F:1])[C:9]=1[O:20][C:16]1[CH:17]=[CH:18][CH:19]=[C:14]([C:13]([F:12])([F:21])[F:22])[CH:15]=1)[CH:5]=[O:6]. Procedure: The title compound was prepared by a procedure similar to that described for D4 starting from 3,4,5-trifluorobenzaldehyde and 3-(trifluoromethyl)phenol.